Dataset: the Open Reaction Database (ORD), a public repository of structured organic reaction records. Task: describe an organic reaction: reactants, conditions, products, and yield The reactants are Cc1ccccc1, O=Cc1ccc(Cl)cc1Cl, O, O, O=[N+]([O-])c1ccc(O)c(S)c1, Cc1ccc(S(=O)(=O)O)cc1. Product: O=[N+]([O-])c1ccc2c(c1)SC(c1ccc(Cl)cc1Cl)O2. RXN SMILES: [CH3:35][c:36]1[cH:37][cH:38][cH:39][cH:40][cH:41]1.[Cl:12][c:13]1[c:14]([CH:15]=[O:16])[cH:17][cH:18][c:19]([Cl:21])[cH:20]1.[OH2:22].[OH2:34].[SH:1][c:2]1[c:3]([OH:11])[cH:4][cH:5][c:6]([N+:8](=[O:9])[O-:10])[cH:7]1.[c:23]1([CH3:24])[cH:25][cH:26][c:27]([S:28]([OH:29])(=[O:30])=[O:31])[cH:32][cH:33]1>>[S:1]1[c:2]2[c:3]([cH:4][cH:5][c:6]([N+:8](=[O:9])[O-:10])[cH:7]2)[O:11][CH:15]1[c:14]1[c:13]([Cl:12])[cH:20][c:19]([Cl:21])[cH:18][cH:17]1.